This data is from the Open Reaction Database (ORD), a public repository of structured organic reaction records. The task is: describe an organic reaction: reactants, conditions, products, and yield Reactants: [BH3-]C#N, CO, NCC(O)c1cccc(Br)c1, [Na+], COC(=O)Cc1ccc(OCC(C)=O)cc1, c1ccccc1. The product is COC(=O)Cc1ccc(OCC(C)NCC(O)c2cccc(Br)c2)cc1. Reaction SMILES: [C:34]([BH3-:35])#[N:36].[CH3:38][OH:39].[NH2:1][CH2:2][CH:3]([OH:4])[c:5]1[cH:6][c:7]([Br:11])[cH:8][cH:9][cH:10]1.[Na+:37].[O:12]=[C:13]([CH2:14][O:15][c:16]1[cH:17][cH:18][c:19]([CH2:22][C:23](=[O:24])[O:25][CH3:26])[cH:20][cH:21]1)[CH3:27].[cH:28]1[cH:29][cH:30][cH:31][cH:32][cH:33]1>>[NH:1]([CH2:2][CH:3]([OH:4])[c:5]1[cH:6][c:7]([Br:11])[cH:8][cH:9][cH:10]1)[CH:13]([CH2:14][O:15][c:16]1[cH:17][cH:18][c:19]([CH2:22][C:23](=[O:24])[O:25][CH3:26])[cH:20][cH:21]1)[CH3:27]. Starting materials: CC1=C(CNC=2C=C3C(NC(=NC3=CC2)N2N=CC(=C2)C(=O)OCC)=O)C(=CC=C1)C (ethyl 1-(6-((2,6-dimethylbenzyl)amino)-4-oxo-3,4-dihydroquinazolin-2-yl)-1H-pyrazole-4-carboxylate), C1(CC1)N (cyclopropylamine). Yields the product CC1=C(CNC=2C=C3C(=NC(=NC3=CC2)N2N=CC(=C2)C(=O)O)NC2CC2)C(=CC=C1)C (1-(6-((2,6-Dimethylbenzyl)amino)-4-(cyclopropylamino)quinazolin-2-yl)-1H-pyrazole-4-carboxylic acid). RXN SMILES: [CH3:1][C:2]1[CH:30]=[CH:29][CH:28]=[C:27]([CH3:31])[C:3]=1[CH2:4][NH:5][C:6]1[CH:7]=[C:8]2[C:13](=[CH:14][CH:15]=1)[N:12]=[C:11]([N:16]1[CH:20]=[C:19]([C:21]([O:23]CC)=[O:22])[CH:18]=[N:17]1)[NH:10][C:9]2=O.[CH:32]1([NH2:35])[CH2:34][CH2:33]1>>[CH3:1][C:2]1[CH:30]=[CH:29][CH:28]=[C:27]([CH3:31])[C:3]=1[CH2:4][NH:5][C:6]1[CH:7]=[C:8]2[C:13](=[CH:14][CH:15]=1)[N:12]=[C:11]([N:16]1[CH:20]=[C:19]([C:21]([OH:23])=[O:22])[CH:18]=[N:17]1)[N:10]=[C:9]2[NH:35][CH:32]1[CH2:34][CH2:33]1. Procedure details: The above compound may be made analogous to Example 1 using ethyl 1-(6-((2,6-dimethylbenzyl)amino)-4-oxo-3,4-dihydroquinazolin-2-yl)-1H-pyrazole-4-carboxylate in step D and cyclopropylamine in step E. MS (ESI/CI): predicted mass C24H24N6O2, 428.2. The reactants are N#Cc1ccncc1, ClCc1ccccc1, [Mg]. Product: [Cl-], [Mg+]Cc1ccccc1. Reaction SMILES: [C:10]([c:11]1[cH:12][cH:13][n:14][cH:15][cH:16]1)#[N:17].[Cl:2][CH2:3][c:4]1[cH:5][cH:6][cH:7][cH:8][cH:9]1.[Mg:1]>>[Cl-:2].[Mg+:1][CH2:3][c:4]1[cH:5][cH:6][cH:7][cH:8][cH:9]1. Starting materials: CCOC(=O)CC#N, C1CCNCC1, CC(=O)O, O=Cc1cc([N+](=O)[O-])ccc1Cl, C1CCOC1. Product: CCOC(=O)C(C#N)=Cc1cc([N+](=O)[O-])ccc1Cl. As a reaction SMILES: [C:1](#[N:2])[CH2:3][C:4](=[O:5])[O:6][CH2:7][CH3:8].[CH2:21]1[CH2:22][CH2:23][NH:24][CH2:25][CH2:26]1.[CH3:27][C:28](=[O:29])[OH:30].[Cl:9][c:10]1[c:11]([CH:12]=[O:13])[cH:14][c:15]([N+:18](=[O:19])[O-:20])[cH:16][cH:17]1.[O:31]1[CH2:32][CH2:33][CH2:34][CH2:35]1>>[C:1](#[N:2])[C:3]([C:4](=[O:5])[O:6][CH2:7][CH3:8])=[CH:12][c:11]1[c:10]([Cl:9])[cH:17][cH:16][c:15]([N+:18](=[O:19])[O-:20])[cH:14]1.